The task is: describe an organic reaction: reactants, conditions, products, and yield. This data is from the Open Reaction Database (ORD), a public repository of structured organic reaction records. Reactants: C(Cl)(Cl)Cl (chloroform), N1CCNCC1 (piperazine), [I-].[Na+] (sodium iodide), C([O-])([O-])=O.[K+].[K+] (potassium carbonate), BrC(C)C (2-bromopropane). Run in CO (methanol). Run at temperature 60 celsius, time 4 hour. The product is C(C)(=O)N1CCN(CC1)C(C)C (1-Acetyl-4-isopropylpiperazine). Reaction SMILES: [NH:1]1[CH2:6][CH2:5][NH:4][CH2:3][CH2:2]1.[I-].[Na+].[C:9](=[O:12])([O-])[O-].[K+].[K+].Br[CH:16]([CH3:18])[CH3:17].[CH:19](Cl)(Cl)Cl>CO>[C:9]([N:1]1[CH2:6][CH2:5][N:4]([CH:16]([CH3:18])[CH3:17])[CH2:3][CH2:2]1)(=[O:12])[CH3:19] |f:1.2,3.4.5|. Reported procedure: To 12.95 g of piperazine, 0.75 g of sodium iodide and 3.46 g of potassium carbonate were added successively 25 ml of methanol and 6.15 g of 2-bromopropane and the mixture was stirred at 60° C. for 4 hours. After the addition of chloroform and washing with a saturated aqueous solution of sodium chloride, the mixture was dried over anhydrous magnesium sulfate. The solvent was distilled off under reduced pressure, 12 ml of acetic anhydride was slowly added and the mixture was stirred at room temper... Reactants: COC(=O)C=1N=NC(=CC1NC1=NC(=C(C=C1)OC)OC)Cl (6-Chloro-4-(5,6-dimethoxy-pyridin-2-ylamino)-pyridazine-3-carboxylic acid methyl ester), CO (methanol), N (ammonia). Run at time 6 hour. The product is ClC1=CC(=C(N=N1)C(=O)N)NC1=NC(=C(C=C1)OC)OC (6-chloro-4-(5,6-dimethoxy-pyridin-2-ylamino)-pyridazine-3-carboxylic acid amide). The yield is 96.0%. RXN SMILES: C[O:2][C:3]([C:5]1[N:6]=[N:7][C:8]([Cl:22])=[CH:9][C:10]=1[NH:11][C:12]1[CH:17]=[CH:16][C:15]([O:18][CH3:19])=[C:14]([O:20][CH3:21])[N:13]=1)=O.CO.[NH3:25]>>[Cl:22][C:8]1[N:7]=[N:6][C:5]([C:3]([NH2:25])=[O:2])=[C:10]([NH:11][C:12]2[CH:17]=[CH:16][C:15]([O:18][CH3:19])=[C:14]([O:20][CH3:21])[N:13]=2)[CH:9]=1. Procedure: 6-Chloro-4-(5,6-dimethoxy-pyridin-2-ylamino)-pyridazine-3-carboxylic acid methyl ester (1.7 g, 5.2 mmol) was suspended in ammonia in methanol (7N, 30.0 mL, 210 mmol) and the flask sealed. After stirring for 6 h at room temperature the mixture was concentrated in vacuo to give 6-chloro-4-(5,6-dimethoxy-pyridin-2-ylamino)-pyridazine-3-carboxylic acid amide (1.55 g, 96%) as a yellow powder. LC-MS: 310.4 [M+H]+. Reactants: LiClO4, CC(=O)C (acetone), ClC1=CC=C(C=O)C=C1 (4-chloro-benzaldehyde), TEA, [NH4+].[Cl-] (NH4Cl). Reaction conditions: time 4 minute. The product is ClC1=CC=C(C=C1)\C=C\C(\C=C\C1=CC=C(C=C1)Cl)=O ((1E,4E)-1,5-Bis(4-chlorophenyl)penta-1,4-dien-3-one). The yield is 34.0%. As a reaction SMILES: [CH3:1][C:2]([CH3:4])=[O:3].[Cl:5][C:6]1[CH:13]=[CH:12][C:9]([CH:10]=O)=[CH:8][CH:7]=1.[NH4+].[Cl-:15]>>[Cl:5][C:6]1[CH:13]=[CH:12][C:9](/[CH:10]=[CH:1]/[C:2](=[O:3])/[CH:4]=[CH:10]/[C:9]2[CH:12]=[CH:13][C:6]([Cl:15])=[CH:7][CH:8]=2)=[CH:8][CH:7]=1 |f:2.3|. Procedure: A mixture of LiClO4 (1.2 g, 11 mmol), acetone (418 μL, 5.7 mmol) and 4-chloro-benzaldehyde (1.6 g, 11 mmol) was treated with TEA (159 μL, 1.1 mmol) and stirred for 4 min at ambient temperature. A saturated aq. NH4Cl solution was added to the reaction mixture and extracted with CH2Cl2. The combined organic layers were dried with MgSO4, filtered and the solvent was removed in vacuo. The residue was recrystallized from CH2Cl2 to obtain NW308 as yellow crystals (586 mg, 34%). mp: 182-184° C. 1H NMR ... Reactants: CCN(C(C)C)C(C)C (DIEA), C(C=C)(=O)OC(C)(C)C (t-butyl acrylate), C(C)(C)(C)OC(=O)N1CCC(CC1)C1=CC=C(C=C1)COC1=CC(=C(C=C1)C1CCCCC1)C (4-[4-(4-cyclohexyl-3-methyl-phenoxymethyl)-phenyl]-piperidine-1-carboxylic acid tert-butyl ester). Run in CO (methanol), C(Cl)Cl.C(=O)(C(F)(F)F)O (DCM TFA). Run at temperature 90 celsius. The product is C(C)(C)(C)OC(CCN1CCC(CC1)C1=CC=C(C=C1)COC1=CC(=C(C=C1)C1CCCCC1)C)=O (3-{4-[4-(4-cyclohexyl-3-methyl-phenoxymethyl)-phenyl]-piperidin-1-yl}-propionic acid tert-butyl ester). As a reaction SMILES: C(OC([N:8]1[CH2:13][CH2:12][CH:11]([C:14]2[CH:19]=[CH:18][C:17]([CH2:20][O:21][C:22]3[CH:27]=[CH:26][C:25]([CH:28]4[CH2:33][CH2:32][CH2:31][CH2:30][CH2:29]4)=[C:24]([CH3:34])[CH:23]=3)=[CH:16][CH:15]=2)[CH2:10][CH2:9]1)=O)(C)(C)C.CCN(C(C)C)C(C)C.[C:44]([O:48][C:49]([CH3:52])([CH3:51])[CH3:50])(=[O:47])[CH:45]=[CH2:46]>C(Cl)Cl.C(O)(C(F)(F)F)=O.CO>[C:49]([O:48][C:44](=[O:47])[CH2:45][CH2:46][N:8]1[CH2:9][CH2:10][CH:11]([C:14]2[CH:15]=[CH:16][C:17]([CH2:20][O:21][C:22]3[CH:27]=[CH:26][C:25]([CH:28]4[CH2:29][CH2:30][CH2:31][CH2:32][CH2:33]4)=[C:24]([CH3:34])[CH:23]=3)=[CH:18][CH:19]=2)[CH2:12][CH2:13]1)([CH3:52])([CH3:51])[CH3:50] |f:3.4|. Reported procedure: A solution of 4-[4-(4-cyclohexyl-3-methyl-phenoxymethyl)-phenyl]-piperidine-1-carboxylic acid tert-butyl ester (127 mg, 0.27 mmol) in DCM/TFA (1:2 v/v, 3 mL) is stirred for 40 minutes. After concentration, the residue obtained is dissolved in methanol (2 mL). DIEA (130 μL, 1.36 mmol, 5 eq.) and t-butyl acrylate (80 μL, 0.54 mmol, 2 eq.) are added to this solution. The reaction mixture is heated at 90° C. for 30 minutes using microwave irradiation. After concentration, the residue is purified by ... The reactants are C1=CN(C=N1)C(=O)N2C=CN=C2 (CDI), O1CCC(CC1)C(=O)O (tetrahydropyran-4-yl-carboxylic acid), ClC1=C(O[C@@H]2C[C@H](C2)CN)C=CC=C1CN1CCCC1 (({trans-3-[2-Chloro-3-(pyrrolidin-1-ylmethyl)phenoxy]cyclobutyl}methyl) amine). Run in C1CCOC1 (THF). Product: Cl.ClC1=C(O[C@@H]2C[C@H](C2)CN(C(=O)C2CCOCC2)C)C=CC=C1CN1CCCC1 (N-({trans-3-[2-Chloro-3-(pyrrolidin-1-ylmethyl)phenoxy]cyclobutyl}methyl)-N-methyltetrahydro-2H-pyran-4-carboxamide hydrochloride). Yield: 53.0%. RXN SMILES: C1N=CN([C:6]([N:8]2[CH:12]=N[CH:10]=[CH:9]2)=[O:7])C=1.[O:13]1[CH2:18][CH2:17][CH:16](C(O)=O)[CH2:15][CH2:14]1.[Cl:22][C:23]1[C:35]([CH2:36][N:37]2[CH2:41][CH2:40][CH2:39][CH2:38]2)=[CH:34][CH:33]=[CH:32][C:24]=1[O:25][C@H:26]1[CH2:29][C@H](CN)[CH2:27]1>C1COCC1>[ClH:22].[Cl:22][C:23]1[C:35]([CH2:36][N:37]2[CH2:41][CH2:40][CH2:39][CH2:38]2)=[CH:34][CH:33]=[CH:32][C:24]=1[O:25][C@H:26]1[CH2:29][C@H:10]([CH2:9][N:8]([CH3:12])[C:6]([CH:16]2[CH2:15][CH2:14][O:13][CH2:18][CH2:17]2)=[O:7])[CH2:27]1 |f:4.5|. Procedure details: CDI (110 mg, 0.70 mmol) was added to a solution of tetrahydropyran-4-yl-carboxylic acid CAS 5337-03-1 (132 mg, 1.0 mmol) in THF (2 ml) at RT under stirring, the mixture was stirred at RT for 1 h. Example 386, ({trans-3-[2-Chloro-3-(pyrrolidin-1-ylmethyl)phenoxy]cyclobutyl}methyl) amine (200 mg, 0.7 mmol) was added to the mixture and the solution was stirred at RT for 20 h and evaporated. The residue was purified by chromatography (silica gel, 63-100 μm, 5 g, hexane/CHCl3 20:80→0:100, then CHCl3/...